This data is from the Open Reaction Database (ORD), a public repository of structured organic reaction records. The task is: describe an organic reaction: reactants, conditions, products, and yield The reactants are CC(=O)OC1CC2C=CC3C4CCC(C(C)CCCC(C)C)C4(C)CCC3C2(C)C(OC(C)=O)C1, CC(=O)[O-], CC(C)(C)O, [Na+]. Product: CC(=O)OC1CC2=CC(=O)C3C4CCC(C(C)CCCC(C)C)C4(C)CCC3C2(C)C(OC(C)=O)C1. Reaction SMILES: [C:1]([CH3:2])(=[O:3])[O:4][CH:5]1[CH2:6][CH:7]([O:32][C:33]([CH3:34])=[O:35])[CH2:8][CH:9]2[CH:10]=[CH:11][CH:12]3[CH:13]4[CH2:14][CH2:15][CH:16]([CH:17]([CH2:18][CH2:19][CH2:20][CH:21]([CH3:22])[CH3:23])[CH3:24])[C:25]4([CH3:31])[CH2:26][CH2:27][CH:28]3[C:29]12[CH3:30].[CH3:37][C:38]([O-:39])=[O:40].[CH3:41][C:42]([OH:43])([CH3:44])[CH3:45].[Na+:36]>>[C:1]([CH3:2])(=[O:3])[O:4][CH:5]1[CH2:6][CH:7]([O:32][C:33]([CH3:34])=[O:35])[CH2:8][C:9]2=[CH:10][C:11](=[O:39])[CH:12]3[CH:13]4[CH2:14][CH2:15][CH:16]([CH:17]([CH2:18][CH2:19][CH2:20][CH:21]([CH3:22])[CH3:23])[CH3:24])[C:25]4([CH3:31])[CH2:26][CH2:27][CH:28]3[C:29]12[CH3:30]. Reactants: [BH3-]C#N.[Na+] (NaBH3CN), NCC1C=2C=CC=C(C2CCC1)OC1=NC=C(C(=O)N)C=C1 (6-(5-aminomethyl-5,6,7,8-tetrahydro-naphtalene-1-yloxy)-nicotinamide), NCC1C=2C=CC=C(C2CCC1)OC1=NC=C(C(=O)N)C=C1 (6-(5-aminomethyl-5,6,7,8-tetrahydro-naphtalene-1-yloxy)-nicotinamide), C1(CCCCC1)=O (cyclohexanone). Solvent: CC(=O)O.CO (AcOH MeOH). Conditions: time 16 hour. The product is C1(CCCCC1)NCC1C=2C=CC=C(C2CCC1)OC1=NC=C(C(=O)N)C=C1 (6-(5-Cyclohexylaminomethyl-5,6,7,8-tetrahydro-naphthalen-1-yloxy)-nicotinamide). Yield: 76.4%. RXN SMILES: [BH3-]C#N.[Na+].[NH2:5][CH2:6][CH:7]1[CH2:16][CH2:15][CH2:14][C:13]2[C:12]([O:17][C:18]3[CH:26]=[CH:25][C:21]([C:22]([NH2:24])=[O:23])=[CH:20][N:19]=3)=[CH:11][CH:10]=[CH:9][C:8]1=2.[C:27]1(=O)[CH2:32][CH2:31][CH2:30][CH2:29][CH2:28]1>CC(O)=O.CO>[CH:27]1([NH:5][CH2:6][CH:7]2[CH2:16][CH2:15][CH2:14][C:13]3[C:12]([O:17][C:18]4[CH:26]=[CH:25][C:21]([C:22]([NH2:24])=[O:23])=[CH:20][N:19]=4)=[CH:11][CH:10]=[CH:9][C:8]2=3)[CH2:32][CH2:31][CH2:30][CH2:29][CH2:28]1 |f:0.1,4.5|. Procedure: Add NaBH3CN (63 mg, 1.00 mmol) to a solution of 6-(5-aminomethyl-5,6,7,8-tetrahydro naphthalen-1-yloxy)-nicotinamide (intermediate 20, 148 mg, 0.500 mmol) and cyclohexanone (98 mg, 1.00 mmol) dissolved in 5% AcOH/MeOH (5 ml) and stir at ambient temperature for 16 hours. Concentrate the reaction mixture and redissolved in EtOAc. Wash the EtOAc solution with 5% aq. KOH and brine before drying (MgSO4) and concentrating. Purify on silica gel (5% (1N NH3/MeOH)/DCM) to obtain 145 mg of the title compo... Reactants: CO, CN(C(=O)NCc1cccc(F)c1Cl)C(CCCN1C(=O)c2ccccc2C1=O)COC(=O)Nc1ccc(C(F)(F)F)cn1. Product: CN(C(=O)NCc1cccc(F)c1Cl)C(CCCN)COC(=O)Nc1ccc(C(F)(F)F)cn1. As a reaction SMILES: [CH3:45][OH:46].[F:1][C:2]([c:3]1[cH:4][cH:5][c:6]([NH:9][C:10]([O:11][CH2:12][CH:13]([CH2:14][CH2:15][CH2:16][N:17]2[C:18](=[O:19])[c:20]3[c:21]([cH:22][cH:23][cH:24][cH:25]3)[C:26]2=[O:27])[N:28]([C:29](=[O:30])[NH:31][CH2:32][c:33]2[c:34]([Cl:40])[c:35]([F:39])[cH:36][cH:37][cH:38]2)[CH3:41])=[O:42])[n:7][cH:8]1)([F:43])[F:44]>>[F:1][C:2]([c:3]1[cH:4][cH:5][c:6]([NH:9][C:10]([O:11][CH2:12][CH:13]([CH2:14][CH2:15][CH2:16][NH2:17])[N:28]([C:29](=[O:30])[NH:31][CH2:32][c:33]2[c:34]([Cl:40])[c:35]([F:39])[cH:36][cH:37][cH:38]2)[CH3:41])=[O:42])[n:7][cH:8]1)([F:43])[F:44]. Starting materials: COC(CCC1=CC(=CC=C1)CNCC1=CC=C(C=C1)C=1C=NC=NC1)=O (3-{3-[(4-pyrimidin-5-yl-benzylamino)-methyl]-phenyl}-propionic acid methyl ester), C1(=CC=CC=C1)S(=O)(=O)Cl (benzenesulfonyl chloride). The solvent is C(C)N(CC)CC (triethylamine). The product is COC(CCC1=CC(=CC=C1)CN(CC1=CC=C(C=C1)C=1C=NC=NC1)S(=O)(=O)C1=CC=CC=C1)=O (3-(3-{[Benzenesulfonyl-(4-pyrimidin-5-yl-benzyl)-amino]-methyl}-phenyl)-propionic acid methyl ester). Reaction SMILES: [CH3:1][O:2][C:3](=[O:27])[CH2:4][CH2:5][C:6]1[CH:11]=[CH:10][CH:9]=[C:8]([CH2:12][NH:13][CH2:14][C:15]2[CH:20]=[CH:19][C:18]([C:21]3[CH:22]=[N:23][CH:24]=[N:25][CH:26]=3)=[CH:17][CH:16]=2)[CH:7]=1.[C:28]1([S:34](Cl)(=[O:36])=[O:35])[CH:33]=[CH:32][CH:31]=[CH:30][CH:29]=1>C(N(CC)CC)C>[CH3:1][O:2][C:3](=[O:27])[CH2:4][CH2:5][C:6]1[CH:11]=[CH:10][CH:9]=[C:8]([CH2:12][N:13]([S:34]([C:28]2[CH:33]=[CH:32][CH:31]=[CH:30][CH:29]=2)(=[O:36])=[O:35])[CH2:14][C:15]2[CH:20]=[CH:19][C:18]([C:21]3[CH:22]=[N:23][CH:24]=[N:25][CH:26]=3)=[CH:17][CH:16]=2)[CH:7]=1. Reported procedure: The title compound of Step B was prepared from 3-{3-[(4-pyrimidin-5-yl-benzylamino)-methyl]-phenyl}-propionic acid methyl ester, of Step A, and benzenesulfonyl chloride following the method described in Example 1, Step B using triethylamine in place of N,N-diisopropylethylamine. 1H NMR (400 MHz, CDCl3) δ 9.20 (s, 1H), 8.90 (s, 2H), 7.88 (m, 2H), 7.62 (m, 1H), 7.55 (m, 2H), 7.42 (d, 2H), 7.21 (d, 2H), 7.12 (m, 1H), 7.03 (d, 1H), 6.87 (d, 1H), 6.78 (s, 1H), 4.36 (s, 2H), 4.33 (s, 2H), 3.65 (s, 3H)... Reactants: CC(C)(C)OC(=O)NCC(=O)O, ClCCCl, C1COCCN1, CCN(C(C)C)C(C)C, CN(C)C=O, On1nnc2ccccc21. Product: CC(C)(C)OC(=O)NCC(=O)N1CCOCC1. RXN SMILES: [C:1]([CH3:2])([CH3:3])([CH3:4])[O:5][C:6](=[O:7])[NH:8][CH2:9][C:10](=[O:11])[OH:12].[CH2:22]([Cl:23])[CH2:24][Cl:25].[CH2:36]1[CH2:37][O:38][CH2:39][CH2:40][NH:41]1.[CH:13]([N:14]([CH2:15][CH3:16])[CH:17]([CH3:18])[CH3:19])([CH3:20])[CH3:21].[O:42]=[CH:43][N:44]([CH3:45])[CH3:46].[OH:26][n:27]1[c:28]2[c:29]([cH:30][cH:31][cH:32][cH:33]2)[n:34][n:35]1>>[C:1]([CH3:2])([CH3:3])([CH3:4])[O:5][C:6](=[O:7])[NH:8][CH2:9][C:10](=[O:12])[N:41]1[CH2:36][CH2:37][O:38][CH2:39][CH2:40]1. The reactants are Brc1cnc2[nH]cc(I)c2c1, C[Si](C)(C)CCOCCl, CO, [Cl-], [H-], [NH4+], [Na+], C1CCOC1. Yields the product C[Si](C)(C)CCOCn1cc(I)c2cc(Br)cnc21. RXN SMILES: [Br:1][c:2]1[cH:3][c:4]2[c:5]([n:6][cH:7]1)[nH:8][cH:9][c:10]2[I:11].[CH3:14][Si:15]([CH2:16][CH2:17][O:18][CH2:19][Cl:20])([CH3:21])[CH3:22].[CH3:25][OH:26].[Cl-:23].[H-:12].[NH4+:24].[Na+:13].[O:27]1[CH2:28][CH2:29][CH2:30][CH2:31]1>>[Br:1][c:2]1[cH:3][c:4]2[c:5]([n:6][cH:7]1)[n:8]([CH2:19][O:18][CH2:17][CH2:16][Si:15]([CH3:14])([CH3:21])[CH3:22])[cH:9][c:10]2[I:11]. The reactants are CN(S(=O)(=O)NCCCC[C@@H](C(C(NCC=1C=NC=CC1)=O)O)NC(OCC1(CCC1)CC1=CC=C(C=C1)F)=O)C ([1-(4-fluorobenzyl)cyclobutyl]methyl(1S)-5-{[(dimethylamino)sulfonyl]amino}-1-{1-hydroxy-2-oxo-2-[(3-pyridinylmethyl)amino]ethyl}pentylcarbamate), OC(C(N[C@H](C)C1=CC=CC=C1)=O)[C@H](CCCCNC(=O)N1CCOCC1)NC(OCC1(CCCCC1)CC1=CC=CC=C1)=O ((1-benzylcyclohexyl)methyl(1S)-1-(1-hydroxy-2-oxo-2-{[(1R)-1-phenylethyl]amino}ethyl)-5-[(4-morpholinylcarbonyl)amino]pentylcarbamate). Yields the product CN(S(=O)(=O)NCCCC[C@@H](C(C(NCC=1C=NC=CC1)=O)=O)NC(OCC1(CCC1)CC1=CC=C(C=C1)F)=O)C ([1-(4-Fluorobenzyl)cyclobutyl]methyl(1S)-5-{[(dimethylamino)sulfonyl]amino}-1-{oxo[(3-pyridinylmethyl)amino]acetyl}pentylcarbamate). RXN SMILES: [CH3:1][N:2]([CH3:41])[S:3]([NH:6][CH2:7][CH2:8][CH2:9][CH2:10][C@H:11]([NH:24][C:25](=[O:40])[O:26][CH2:27][C:28]1([CH2:32][C:33]2[CH:38]=[CH:37][C:36]([F:39])=[CH:35][CH:34]=2)[CH2:31][CH2:30][CH2:29]1)[CH:12]([OH:23])[C:13](=[O:22])[NH:14][CH2:15][C:16]1[CH:17]=[N:18][CH:19]=[CH:20][CH:21]=1)(=[O:5])=[O:4].OC([C@@H](NC(=O)OCC1(CC2C=CC=CC=2)CCCCC1)CCCCNC(N1CCOCC1)=O)C(=O)N[C@@H](C1C=CC=CC=1)C>>[CH3:41][N:2]([CH3:1])[S:3]([NH:6][CH2:7][CH2:8][CH2:9][CH2:10][C@H:11]([NH:24][C:25](=[O:40])[O:26][CH2:27][C:28]1([CH2:32][C:33]2[CH:34]=[CH:35][C:36]([F:39])=[CH:37][CH:38]=2)[CH2:31][CH2:30][CH2:29]1)[C:12](=[O:23])[C:13](=[O:22])[NH:14][CH2:15][C:16]1[CH:17]=[N:18][CH:19]=[CH:20][CH:21]=1)(=[O:4])=[O:5]. Procedure: [1-(4-Fluorobenzyl)cyclobutyl]methyl(1S)-5-{[(dimethylamino)sulfonyl]amino}-1-{oxo[(3-pyridinylmethyl)amino]acetyl}pentylcarbamate was prepared as in example 9j except that [1-(4-fluorobenzyl)cyclobutyl]methyl(1S)-5-{[(dimethylamino)sulfonyl]amino}-1-{1-hydroxy-2-oxo-2-[(3-pyridinylmethyl)amino]ethyl}pentylcarbamate was substituted for (1-benzylcyclohexyl)methyl(1S)-1-(1-hydroxy-2-oxo-2-{[(1R)-1-phenylethyl]amino}ethyl)-5-[(4-morpholinylcarbonyl)amino]pentylcarbamate. 1H NMR (300 MHz, 80° C., DM...